Dataset: the Open Reaction Database (ORD), a public repository of structured organic reaction records. Task: describe an organic reaction: reactants, conditions, products, and yield Reactants: ClC1=C(C=CC=C1)S(=O)(=O)NCC(C)C (2-chloro-N-isobutyl-benzenesulfonamide), Cl.BrC=1C=NC=C(C1)CCl (3-bromo-5-(chloromethyl)pyridine hydrochloride), C([O-])([O-])=O.[Cs+].[Cs+] (cesium carbonate). Solvent: CN(C(C)=O)C (N,N-dimethylacetamide). Product: BrC=1C=C(C=NC1)CN(S(=O)(=O)C1=C(C=CC=C1)Cl)CC(C)C (N-(5-bromo-pyridin-3-ylmethyl)-2-chloro-N-isobutyl-benzenesulfonamide). Reaction SMILES: [Cl:1][C:2]1[CH:7]=[CH:6][CH:5]=[CH:4][C:3]=1[S:8]([NH:11][CH2:12][CH:13]([CH3:15])[CH3:14])(=[O:10])=[O:9].Cl.[Br:17][C:18]1[CH:19]=[N:20][CH:21]=[C:22]([CH2:24]Cl)[CH:23]=1.C(=O)([O-])[O-].[Cs+].[Cs+]>CN(C)C(=O)C>[Br:17][C:18]1[CH:23]=[C:22]([CH2:24][N:11]([CH2:12][CH:13]([CH3:15])[CH3:14])[S:8]([C:3]2[CH:4]=[CH:5][CH:6]=[CH:7][C:2]=2[Cl:1])(=[O:9])=[O:10])[CH:21]=[N:20][CH:19]=1 |f:1.2,3.4.5|. Procedure details: In analogy to example 10, step 3, 2-chloro-N-isobutyl-benzenesulfonamide (example 42, step 1) was reacted with 3-bromo-5-(chloromethyl)pyridine hydrochloride and cesium carbonate in N,N-dimethylacetamide to give N-(5-bromo-pyridin-3-ylmethyl)-2-chloro-N-isobutyl-benzenesulfonamide as a colorless oil. MS: 417.2 ([M+H]+) The reactants are N(=[N+]=[N-])C1=CC=C(C=C1)OC (1-azido-4-methoxy-benzene), ClC1=C(C=CC(=C1)F)CC#N (2-chloro-4-fluoro phenyl acetonitrile), ice, C[O-].[Na+] (sodium methoxide). Run in C(C)O (ethanol), C(C)O (ethanol). Yields the product ClC1=C(C=CC(=C1)F)C1=C(N(N=N1)C1=CC=C(C=C1)OC)N (5-(2-Chloro-4-fluoro-phenyl)-3-(4-methoxy-phenyl)-3H-[1,2,3]triazol-4-ylamine). The yield is 66.4%. Reaction SMILES: [N:1]([C:4]1[CH:9]=[CH:8][C:7]([O:10][CH3:11])=[CH:6][CH:5]=1)=[N+:2]=[N-:3].[Cl:12][C:13]1[CH:18]=[C:17]([F:19])[CH:16]=[CH:15][C:14]=1[CH2:20][C:21]#[N:22].C[O-].[Na+]>C(O)C>[Cl:12][C:13]1[CH:18]=[C:17]([F:19])[CH:16]=[CH:15][C:14]=1[C:20]1[N:3]=[N:2][N:1]([C:4]2[CH:5]=[CH:6][C:7]([O:10][CH3:11])=[CH:8][CH:9]=2)[C:21]=1[NH2:22] |f:2.3|. Reported procedure: To a stirred and ice-cooled solution of 1-azido-4-methoxy-benzene (1.000 g, 6.7046 mmol) and 2-chloro-4-fluoro phenyl acetonitrile (1.758 g, 10.0569 mmol) in absolute ethanol (15 ml), an ice-cooled solution of sodium methoxide (0.435 g, 8.0455 mmol) in absolute ethanol (10 ml) is added drop-wise. The resulting reaction mixture is evaporated and the residue is dissolved in methylene chloride and washed with water, brine, dried over MgSO4, filtered and evaporated to afford ˜2.2 g of crude material... Starting materials: CCOC(=O)c1c(-c2ccc(-c3ccccc3C#N)cc2)c(C#N)c(CC)n1C, C1CCOC1, CO, Cl, O. Yields the product CCc1c(C#N)c(-c2ccc(-c3ccccc3C#N)cc2)c(C(=O)O)n1C. Reaction SMILES: [C:7](#[N:8])[c:9]1[c:10](-[c:22]2[cH:23][cH:24][c:25](-[c:28]3[c:29]([C:34]#[N:35])[cH:30][cH:31][cH:32][cH:33]3)[cH:26][cH:27]2)[c:11]([C:17](=[O:18])[O:19][CH2:20][CH3:21])[n:12]([CH3:16])[c:13]1[CH2:14][CH3:15].[CH2:2]1[O:3][CH2:4][CH2:5][CH2:6]1.[CH3:37][OH:38].[ClH:36].[OH2:1]>>[C:7](#[N:8])[c:9]1[c:10](-[c:22]2[cH:23][cH:24][c:25](-[c:28]3[c:29]([C:34]#[N:35])[cH:30][cH:31][cH:32][cH:33]3)[cH:26][cH:27]2)[c:11]([C:17](=[O:18])[OH:19])[n:12]([CH3:16])[c:13]1[CH2:14][CH3:15]. Starting materials: CN(C(CN1CCC2=C(CC1)C=C(C=C2)[N+](=O)[O-])=O)C (N,N-Dimethyl-2-(7-nitro-1,2,4,5-tetrahydro-benzo[d]azepin-3-yl)-acetamide), CO (methanol). Reagents/catalysts: [Pd] (palladium on carbon). Run at time 1 hour. Product: NC1=CC2=C(CCN(CC2)CC(=O)N(C)C)C=C1 (2-(7-Amino-1,2,4,5-tetrahydro-benzo[d]azepin-3-yl)-N,N-dimethyl-acetamide). The yield is 100.1%. As a reaction SMILES: [CH3:1][N:2]([CH3:20])[C:3](=[O:19])[CH2:4][N:5]1[CH2:11][CH2:10][C:9]2[CH:12]=[C:13]([N+:16]([O-])=O)[CH:14]=[CH:15][C:8]=2[CH2:7][CH2:6]1.CO>[Pd]>[NH2:16][C:13]1[CH:14]=[CH:15][C:8]2[CH2:7][CH2:6][N:5]([CH2:4][C:3]([N:2]([CH3:1])[CH3:20])=[O:19])[CH2:11][CH2:10][C:9]=2[CH:12]=1. Procedure: N,N-Dimethyl-2-(7-nitro-1,2,4,5-tetrahydro-benzo[d]azepin-3-yl)-acetamide (150 mg, 0.541 mmol) was placed in methanol (10.0 mL, 247 mmol) and 10% palladium on carbon (50% Wet) (5:45:50, palladium:carbon black:water, 15.0 mg) was added. The reaction was hydrogenated at 30 psi. for 1 hour, filtered through Celite, and then concentrated under reduced pressure to obtain 2-(7-Amino-1,2,4,5-tetrahydro-benzo[d]azepin-3-yl)-N,N-dimethyl-acetamide as an orange solid (134 mg, 100%). LCMS (m/e) 248 (M+H); ...